From a dataset of the Open Reaction Database (ORD), a public repository of structured organic reaction records. describe an organic reaction: reactants, conditions, products, and yield The reactants are ClC1=C(C=C2C=NN(C2=C1)C1=CC=C(C=C1)F)OC(C(=O)C)C1=CC=C(C=C1)F (1-{[6-Chloro-1-(4-fluorophenyl)-1H-indazol-5-yl]oxy}-1-(4-fluorophenyl)acetone), C(C)(=O)[O-].[NH4+] (ammonium acetate), C(#N)[BH3-] (cyanoborohydride). The solvent is CO (methanol). Conditions: temperature 140 celsius. Yields the product ClC1=C(C=C2C=NN(C2=C1)C1=CC=C(C=C1)F)OC(C(C)N)C1=CC=C(C=C1)F ((1RS,2RS)-1-[6-chloro-1-(4-fluorophenyl)indazol-5-yl]oxy-1-(4-fluorophenyl)propan-2-amine). Reaction SMILES: [Cl:1][C:2]1[CH:10]=[C:9]2[C:5]([CH:6]=[N:7][N:8]2[C:11]2[CH:16]=[CH:15][C:14]([F:17])=[CH:13][CH:12]=2)=[CH:4][C:3]=1[O:18][CH:19]([C:23]1[CH:28]=[CH:27][C:26]([F:29])=[CH:25][CH:24]=1)[C:20]([CH3:22])=O.C([O-])(=O)C.[NH4+].C([BH3-])#[N:36]>CO>[Cl:1][C:2]1[CH:10]=[C:9]2[C:5]([CH:6]=[N:7][N:8]2[C:11]2[CH:16]=[CH:15][C:14]([F:17])=[CH:13][CH:12]=2)=[CH:4][C:3]=1[O:18][CH:19]([C:23]1[CH:28]=[CH:27][C:26]([F:29])=[CH:25][CH:24]=1)[CH:20]([NH2:36])[CH3:22] |f:1.2|. Procedure details: 1-{[6-Chloro-1-(4-fluorophenyl)-1H-indazol-5-yl]oxy}-1-(4-fluorophenyl)acetone (500 mg, 1.21 mmol), ammonium acetate (934 mg, 12.11) and cyanoborohydride on polymer support (1.82 g, 3.63 mmol) were mixed in methanol (3 ml) and heated in micro at 140° C. for 10 min. The mixture was concentrated and treated with NaHCO3 and DCM. The organic phase was concentrated and the crude product was purified by flash chromatography (EtOAc/heptane followed by EtOAc/methanol). The diasteromers were separated on... The reactants are C1(CCCCC1)N (cyclohexylamine), C(C1=CC=CC=C1)=O (benzaldehyde), C(C)(=O)O (acetic acid), C(#N)[BH3-].[Na+] (sodium cyanoborohydride). The solvent is CO (methanol). Run at time 1 hour. The product is C(C1=CC=CC=C1)NC1CCCCC1 (N-Benzylcyclohexylamine). As a reaction SMILES: [CH:1]1([NH2:7])[CH2:6][CH2:5][CH2:4][CH2:3][CH2:2]1.[CH:8](=O)[C:9]1[CH:14]=[CH:13][CH:12]=[CH:11][CH:10]=1.C([BH3-])#N.[Na+].C(O)(=O)C>CO>[CH2:8]([NH:7][CH:1]1[CH2:6][CH2:5][CH2:4][CH2:3][CH2:2]1)[C:9]1[CH:14]=[CH:13][CH:12]=[CH:11][CH:10]=1 |f:2.3|. Procedure: To a stirred solution of cyclohexylamine (9.34 g) in methanol (300 ml) was added benzaldehyde (10.0 g) followed by activated 3 Å molecular sieves. After 1 h, sodium cyanoborohydride (7.13 g) was added followed by the dropwise addition of acetic acid (9.2 ml), and the reaction was stirred overnight. The reaction mixture was filtered through hiflo, the solvent removed in vacuo and the resulting white solid was heated under reflux in 5M potassium hydroxide solution for 30 mins. The product was extr... The reactants are CC=1C=CC=C2CCC(C12)NC1=NC2=CC=C(C=C2C=C1)N (rac-N2-(7-methyl-indan-1-yl)-quinoline-2,6-diamine), C(C)(C)N=C=O (isopropyl isocyanate). Product: C(C)(C)NC(=O)NC=1C=C2C=CC(=NC2=CC1)NC1CCC2=CC=CC(=C12)C (rac-1-Isopropyl-3-[2-(7-methyl-indan-1-ylamino)-quinolin-6-yl]-urea). RXN SMILES: [CH3:1][C:2]1[CH:3]=[CH:4][CH:5]=[C:6]2[C:10]=1[CH:9]([NH:11][C:12]1[CH:21]=[CH:20][C:19]3[C:14](=[CH:15][CH:16]=[C:17]([NH2:22])[CH:18]=3)[N:13]=1)[CH2:8][CH2:7]2.[CH:23]([N:26]=[C:27]=[O:28])([CH3:25])[CH3:24]>>[CH:23]([NH:26][C:27]([NH:22][C:17]1[CH:18]=[C:19]2[C:14](=[CH:15][CH:16]=1)[N:13]=[C:12]([NH:11][CH:9]1[C:10]3[C:6](=[CH:5][CH:4]=[CH:3][C:2]=3[CH3:1])[CH2:7][CH2:8]1)[CH:21]=[CH:20]2)=[O:28])([CH3:25])[CH3:24]. Procedure details: The title compound was prepared in accordance with the general method described in example 3 from rac-N2-(7-methyl-indan-1-yl)-quinoline-2,6-diamine and isopropyl isocyanate; MS: m/e=375.4 (M+H+). The product is P(=O)(O)(OC[N+]1=CN(C=C1C)C1=C(C=C(C=C1)/C=C\1/C(N(CCC1)[C@@H](C)C1=CC=C(C=C1)F)=O)OC)[O-] (1-{4-{(E)-1-{[(S)-1-(4-fluorophenyl)ethyl]-2-oxopiperidin-3-ylidene}methyl}-2-methoxyphenyl}-4-methyl-1H-imidazol-3-iomethyl monohydrogenphosphate). Procedure details: An aqueous solution (4 mL) of 3-{4-{1-[(S)-1-(4-fluorophenyl)ethyl]-2-oxopiperidin-(3E)-ylidenemethyl}-2-methoxyphenyl}-5-methyl-1-(phosphonooxymethyl)-3H-imidazol-1-ium trifluoroacetate (150 mg) obtained in Example 1 was subjected to reversed phase C18 silica gel column chromatography (developing solvent: 100% water to 35% acetonitrile aqueous solution). The objective fraction was concentrated and then lyophilized to give 112 mg of the title compound. The physical property values of this compou... Yield: 90.7%. Reactants: FC(C(=O)[O-])(F)F.FC1=CC=C(C=C1)[C@H](C)N1C(\C(\CCC1)=C\C1=CC(=C(C=C1)N1C=[N+](C(=C1)C)COP(=O)(O)O)OC)=O (3-{4-{1-[(S)-1-(4-fluorophenyl)ethyl]-2-oxopiperidin-(3E)-ylidenemethyl}-2-methoxyphenyl}-5-methyl-1-(phosphonooxymethyl)-3H-imidazol-1-ium trifluoroacetate), O (water). RXN SMILES: FC(F)(F)C([O-])=O.[F:8][C:9]1[CH:14]=[CH:13][C:12]([C@@H:15]([N:17]2[CH2:22][CH2:21][CH2:20]/[C:19](=[CH:23]\[C:24]3[CH:29]=[CH:28][C:27]([N:30]4[CH:34]=[C:33]([CH3:35])[N+:32]([CH2:36][O:37][P:38]([OH:41])([OH:40])=[O:39])=[CH:31]4)=[C:26]([O:42][CH3:43])[CH:25]=3)/[C:18]2=[O:44])[CH3:16])=[CH:11][CH:10]=1.O>C(#N)C>[P:38]([O-:40])([O:37][CH2:36][N+:32]1[C:33]([CH3:35])=[CH:34][N:30]([C:27]2[CH:28]=[CH:29][C:24](/[CH:23]=[C:19]3/[C:18](=[O:44])[N:17]([C@H:15]([C:12]4[CH:11]=[CH:10][C:9]([F:8])=[CH:14][CH:13]=4)[CH3:16])[CH2:22][CH2:21][CH2:20]/3)=[CH:25][C:26]=2[O:42][CH3:43])[CH:31]=1)([OH:41])=[O:39] |f:0.1|. Run in C(C)#N (acetonitrile). The reactants are B(Br)(Br)Br (boron tribromide), CC1=C(C=CC(=C1)C)N(S(=O)(=O)C=1C=CC(=C(C(=O)OC)C1)OC)CC(C)C (Methyl 5-(N-(2,4-dimethylphenyl)-N-isobutylsulfamoyl)-2-methoxybenzoate), O (Water). The solvent is ClCCl (DCM), ClCCl (dichloromethane). Conditions: temperature -78 celsius. Product: CC1=C(C=CC(=C1)C)N(S(=O)(=O)C=1C=CC(=C(C(=O)OC)C1)O)CC(C)C (methyl 5-(N-(2,4-dimethylphenyl)-N-isobutylsulfamoyl)-2-hydroxybenzoate). Reaction SMILES: [CH3:1][C:2]1[CH:7]=[C:6]([CH3:8])[CH:5]=[CH:4][C:3]=1[N:9]([CH2:25][CH:26]([CH3:28])[CH3:27])[S:10]([C:13]1[CH:14]=[CH:15][C:16]([O:23]C)=[C:17]([CH:22]=1)[C:18]([O:20][CH3:21])=[O:19])(=[O:12])=[O:11].B(Br)(Br)Br.O>ClCCl>[CH3:1][C:2]1[CH:7]=[C:6]([CH3:8])[CH:5]=[CH:4][C:3]=1[N:9]([CH2:25][CH:26]([CH3:28])[CH3:27])[S:10]([C:13]1[CH:14]=[CH:15][C:16]([OH:23])=[C:17]([CH:22]=1)[C:18]([O:20][CH3:21])=[O:19])(=[O:12])=[O:11]. Procedure details: Methyl 5-(N-(2,4-dimethylphenyl)-N-isobutylsulfamoyl)-2-methoxybenzoate (1.485 g, 3.66 mmol) was dissolved in dichloromethane (DCM) (10 mL) and this was cooled to −78° C. A solution of boron tribromide in DCM (1M, 18.31 mL, 18.31 mmol) was then added dropwise and the reaction stirred under nitrogen. The reaction was then allowed to warm to room temperature and stirred overnight. Water (20 mL) was added dropwise to the reaction mixture and the crude product extracted to the organic phase of an aq... Reaction SMILES: [C:1](=[O:2])([O-:3])[O-:4].[ClH:24].[F:7][c:8]1[cH:9][cH:10][c:11]([N+:14](=[O:15])[O-:16])[cH:12][cH:13]1.[K+:5].[K+:6].[O:25]=[CH:26][N:27]([CH3:28])[CH3:29].[OH:17][c:18]1[n:19][nH:20][c:21]([CH3:23])[cH:22]1>>[c:8]1([O:17][c:18]2[n:19][nH:20][c:21]([CH3:23])[cH:22]2)[cH:9][cH:10][c:11]([N+:14](=[O:15])[O-:16])[cH:12][cH:13]1. Reactants: O=C([O-])[O-], Cl, O=[N+]([O-])c1ccc(F)cc1, [K+], [K+], CN(C)C=O, Cc1cc(O)n[nH]1. The product is Cc1cc(Oc2ccc([N+](=O)[O-])cc2)n[nH]1. Reactants: C(C)(=O)NC1=C2CCC(NC2=CC=C1)C (5-acetamido-1,2,3,4-tetrahydroquinaldine), C(C)OC=C(C(=O)OCC)C(=O)OCC (diethyl ethoxymethylenemalonate). Run at temperature 160 celsius. Yields the product C(C)(=O)NC1=CC=C2C(C(=CN3C(CCC1=C23)C)C(=O)OCC)=O (ethyl 8-acetamido-6,7-dihydro-5-methyl-1-oxo-1H,5H-benzo[ij]quinolizine-2-carboxylate). RXN SMILES: [C:1]([NH:4][C:5]1[CH:14]=[CH:13][CH:12]=[C:11]2[C:6]=1[CH2:7][CH2:8][CH:9]([CH3:15])[NH:10]2)(=[O:3])[CH3:2].C([O:18][CH:19]=[C:20]([C:26](OCC)=O)[C:21]([O:23][CH2:24][CH3:25])=[O:22])C>>[C:1]([NH:4][C:5]1[C:6]2=[C:11]3[N:10]([CH:9]([CH3:15])[CH2:8][CH2:7]2)[CH:26]=[C:20]([C:21]([O:23][CH2:24][CH3:25])=[O:22])[C:19](=[O:18])[C:12]3=[CH:13][CH:14]=1)(=[O:3])[CH3:2]. Procedure details: A mixture of 19 g of 5-acetamido-1,2,3,4-tetrahydroquinaldine and 24.0 g of diethyl ethoxymethylenemalonate was heated at 160° C. for 2 hours. The product obtained was not purified. To the mixture was added 60 g of polyphosphoric acid, and the mixture was heated at 100° C. for one hour. To the mixture was added 400 ml of warm water. The mixture was basified and cooled. The solid residue was separated by decantation to provide ethyl 8-acetamido-6,7-dihydro-5-methyl-1-oxo-1H,5H-benzo[ij]quinolizin... The reactants are [N+](=[N-])=CC(=O)OCC (ethyl diazoacetate), ClCCl (dichloromethane), COC1=CC=C(C=C1)C=C (1-methoxy-4-vinylbenzene), ClCCl (dichloromethane). Reagents/catalysts: CC1=CC=C(C=C1)C(C)C.CC1=CC=C(C=C1)C(C)C.Cl[Ru]Cl.Cl[Ru]Cl (dichloro(p-cymene)ruthenium (II) dimer), C(C)(C)[C@@H]1N=C(OC1)C1=NC(=CC=C1)C=1OC[C@@H](N1)C(C)C (2,6-bis[(4S)isopropyl-2-oxazolin-2-yl]pyridine). Run in CCCC(C)C (i-hexane). Yields the product COC1=CC=C(C=C1)[C@H]1[C@@H](C1)C(=O)O ((1R-trans)-2-(4-Methoxyphenyl)cyclopropane carboxylic acid). Reaction SMILES: [CH3:1][O:2][C:3]1[CH:8]=[CH:7][C:6]([CH:9]=[CH2:10])=[CH:5][CH:4]=1.[N+](=C[C:14]([O:16]CC)=[O:15])=[N-].Cl[CH2:20]Cl>CCCC(C)C.CC1C=CC(C(C)C)=CC=1.CC1C=CC(C(C)C)=CC=1.Cl[Ru]Cl.Cl[Ru]Cl.C([C@H]1COC(C2C=CC=C(C3OC[C@H](C(C)C)N=3)N=2)=N1)(C)C>[CH3:1][O:2][C:3]1[CH:8]=[CH:7][C:6]([C@@H:9]2[CH2:20][C@H:10]2[C:14]([OH:16])=[O:15])=[CH:5][CH:4]=1 |f:4.5.6.7|. Procedure details: To a solution of dichloro(p-cymene)ruthenium (II) dimer (250 mg) and 2,6-bis[(4S)isopropyl-2-oxazolin-2-yl]pyridine (240 mg) in dichloromethane (150 ml) was added 1-methoxy-4-vinylbenzene (25 g). To this solution was added ethyl diazoacetate (5.0 g) in dichloromethane (20 ml) over 6 hours. The solution was maintained at room temperature for 18 hours then diluted with i-hexane (200 ml) and passed through a plug of silica (50 g) washing with i-hexane/dichloromethane (1:1, 250 ml). The filtrate was...